This data is from the Open Reaction Database (ORD), a public repository of structured organic reaction records. The task is: describe an organic reaction: reactants, conditions, products, and yield Starting materials: CO (MeOH), OCCOC(C)(C)C=1N=CC(=NC1)N1C(O[C@]2(C1)C[C@@](CCC2)(C)CN2C=NC1=C2C=C(C=C1)C#N)=O (1-(((5S,7S)-3-(5-(2-(2-hydroxyethoxy)propan-2-yl)pyrazin-2-yl)-7-methyl-2-oxo-1-oxa-3-azaspiro[4.5]decan-7-yl)methyl)-1H-benzo[d]imidazole-6-carbonitrile), [H-].[Na+] (sodium hydride), CI (MeI). Reagents/catalysts: CC(=O)O (AcOH). Run in CN(C=O)C (N,N-Dimethylformamide). Run at time 10 minute. Product: COCCOC(C)(C)C=1N=CC(=NC1)N1C(O[C@]2(C1)C[C@@](CCC2)(C)CN2C=NC1=C2C=C(C=C1)C#N)=O (1-(((5S,7S)-3-(5-(2-(2-methoxyethoxy)propan-2-yl)pyrazin-2-yl)-7-methyl-2-oxo-1-oxa-3-azaspiro[4.5]decan-7-yl)methyl)-1H-benzo[d]imidazole-6-carbonitrile). Yield: 40.3%. Reaction SMILES: [OH:1][CH2:2][CH2:3][O:4][C:5]([C:8]1[N:9]=[CH:10][C:11]([N:14]2[CH2:18][C@@:17]3([CH2:23][CH2:22][CH2:21][C@@:20]([CH2:25][N:26]4[C:30]5[CH:31]=[C:32]([C:35]#[N:36])[CH:33]=[CH:34][C:29]=5[N:28]=[CH:27]4)([CH3:24])[CH2:19]3)[O:16][C:15]2=[O:37])=[N:12][CH:13]=1)([CH3:7])[CH3:6].[H-].[Na+].[CH3:40]I.CO>CN(C)C=O.CC(O)=O>[CH3:40][O:1][CH2:2][CH2:3][O:4][C:5]([C:8]1[N:9]=[CH:10][C:11]([N:14]2[CH2:18][C@@:17]3([CH2:23][CH2:22][CH2:21][C@@:20]([CH2:25][N:26]4[C:30]5[CH:31]=[C:32]([C:35]#[N:36])[CH:33]=[CH:34][C:29]=5[N:28]=[CH:27]4)([CH3:24])[CH2:19]3)[O:16][C:15]2=[O:37])=[N:12][CH:13]=1)([CH3:7])[CH3:6] |f:1.2|. Procedure details: To a solution of 1-(((5S,7S)-3-(5-(2-(2-hydroxyethoxy)propan-2-yl)pyrazin-2-yl)-7-methyl-2-oxo-1-oxa-3-azaspiro[4.5]decan-7-yl)methyl)-1H-benzo[d]imidazole-6-carbonitrile (40 mg, 0.079 mmol) in N,N-Dimethylformamide (DMF) (1 mL) was added sodium hydride (4.76 mg, 0.119 mmol) at RT. After 10 minutes, MeI (0.020 mL, 0.317 mmol) was added and stirred for an hour. To the mixture was added 0.5 mL MeOH and 2 drops 5% AcOH to buffer to pH 10, then filtered and purified by reverse phase HPLC (Waters Sun... Starting materials: CC=CCC=1C=CC=CC1 (m-methylallylbenzene), C1=CC=CC=C1C(=O)OO (perbenzoic acid). Solvent: C(Cl)(Cl)Cl (chloroform). Run at time 8 hour. Product: CC=CCC=1C2C(C=CC1)O2 (m-methylallylbenzene oxide). Yield: 19.0%. RXN SMILES: [CH3:1][CH:2]=[CH:3][CH2:4][C:5]1[CH:6]=[CH:7][CH:8]=[CH:9][CH:10]=1.C1C(C(OO)=[O:18])=CC=CC=1>C(Cl)(Cl)Cl>[CH3:1][CH:2]=[CH:3][CH2:4][C:5]1[CH:10]2[O:18][CH:9]2[CH:8]=[CH:7][CH:6]=1. Procedure details: To 5.3 g of m-methylallylbenzene was added 85 ml of chloroform solution containing perbenzoic acid and the mixture was allowed to stand at room temperature overnight. The resulting solution was washed with sodium hydroxide solution, Mohr's salt solution and then water, and dried over anhydrous sodium sulfate. The solvent was evaporated to obtain the residue, which was distilled under reduced pressure to give 1.1 g (yield 19%) of m-methylallylbenzene oxide having a boiling point of 90° C/7 mmHg. Reactants: Cc1nc(C(C)(C)N)no1, O=C(O)c1ccc(N2CCCC2)c(OCC2CC2)n1. The product is Cc1nc(C(C)(C)NC(=O)c2ccc(N3CCCC3)c(OCC3CC3)n2)no1. Reaction SMILES: [CH3:20][C:21]([NH2:22])([c:23]1[n:24][o:25][c:26]([CH3:28])[n:27]1)[CH3:29].[CH:1]1([CH2:4][O:5][c:6]2[c:7]([N:15]3[CH2:16][CH2:17][CH2:18][CH2:19]3)[cH:8][cH:9][c:10]([C:12](=[O:13])[OH:14])[n:11]2)[CH2:2][CH2:3]1>>[CH:1]1([CH2:4][O:5][c:6]2[c:7]([N:15]3[CH2:16][CH2:17][CH2:18][CH2:19]3)[cH:8][cH:9][c:10]([C:12](=[O:14])[NH:22][C:21]([CH3:20])([c:23]3[n:24][o:25][c:26]([CH3:28])[n:27]3)[CH3:29])[n:11]2)[CH2:2][CH2:3]1. The reactants are O.O.O.O.C(=O)([O-])C(O)C(O)C(=O)[O-].[Na+].[K+] (potassium sodium tartrate tetrahydrate), CO (MeOH), [Li+].[BH4-] (LiBH4), N1(CC(C1)C(=O)OC)C(=O)OC(C)(C)C (1-tert-butyl 3-methyl azetidine-1,3-dicarboxylate). Solvent: CCOC(=O)C (EtOAc), C1CCOC1 (THF). Conditions: temperature 0 celsius, time 30 minute. Yields the product OCC1CN(C1)C(=O)OC(C)(C)C (t-butyl 3-(hydroxymethyl)azetidine-1-carboxylate). Isolated yield 73.5%. RXN SMILES: [N:1]1([C:9]([O:11][C:12]([CH3:15])([CH3:14])[CH3:13])=[O:10])[CH2:4][CH:3]([C:5](OC)=[O:6])[CH2:2]1.CO.[Li+].[BH4-].O.O.O.O.C(C(C(C([O-])=O)O)O)([O-])=O.[Na+].[K+]>C1COCC1.CCOC(C)=O>[OH:6][CH2:5][CH:3]1[CH2:4][N:1]([C:9]([O:11][C:12]([CH3:15])([CH3:14])[CH3:13])=[O:10])[CH2:2]1 |f:2.3,4.5.6.7.8.9.10|. Procedure details: 1-tert-butyl 3-methyl azetidine-1,3-dicarboxylate (1055 mg, 4.90 mmol) was dissolved in THF (17 mL) and then cooled to 0° C. MeOH (0.397 mL, 9.80 mmol) and LiBH4 (14.7 mmol) were added sequentially. The reaction was warmed to room temperature over 3 h. Then 10% aqueous potassium sodium tartrate tetrahydrate (Rochelle's Salt) (30 mL) and EtOAc (30 mL) were added and the solution stirred at room temperature over 30 minutes. The organic layer was separated and then dried (Na2SO4) and concentrated t... Starting materials: Cl.COC1=CC=C(C=2CC(OC21)(C)C)C=2C(C(N(N2)C2CCNCC2)=O)(C)C (5-(7-methoxy-2,2-dimethyl-2,3-dihydro-1-benzofuran-4-yl)-4,4-dimethyl-2-(piperidin-4-yl)-2,4-dihydro-3H-pyrazol-3-one hydrochloride), Cl.COC1=CC=C(C=2CC(OC21)(C)C)C=2C(C(N(N2)C2CCNCC2)=O)(C)C (5-(7-methoxy-2,2-dimethyl-2,3-dihydro-1-benzofuran-4-yl)-4,4-dimethyl-2-(piperidin-4-yl)-2,4-dihydro-3H-pyrazol-3-one hydrochloride), CC1=C(C(=O)O)C=C(C=C1)C (2,5-dimethylbenzoic acid). Yields the product CC1=C(C=C(C=C1)C)C(=O)N1CCC(CC1)N1N=C(C(C1=O)(C)C)C1=CC=C(C2=C1CC(O2)(C)C)OC (2-{1-[(2,5-Dimethylphenyl)carbonyl]piperidin-4-yl}-5-(7-methoxy-2,2-dimethyl-2,3-dihydro-1-benzofuran-4-yl)-4,4-dimethyl-2,4-dihydro-3H-pyrazol-3-one). As a reaction SMILES: Cl.[CH3:2][O:3][C:4]1[C:12]2[O:11][C:10]([CH3:14])([CH3:13])[CH2:9][C:8]=2[C:7]([C:15]2[C:16]([CH3:28])([CH3:27])[C:17](=[O:26])[N:18]([CH:20]3[CH2:25][CH2:24][NH:23][CH2:22][CH2:21]3)[N:19]=2)=[CH:6][CH:5]=1.[CH3:29][C:30]1[CH:38]=[CH:37][C:36]([CH3:39])=[CH:35][C:31]=1[C:32](O)=[O:33]>>[CH3:29][C:30]1[CH:38]=[CH:37][C:36]([CH3:39])=[CH:35][C:31]=1[C:32]([N:23]1[CH2:24][CH2:25][CH:20]([N:18]2[C:17](=[O:26])[C:16]([CH3:28])([CH3:27])[C:15]([C:7]3[C:8]4[CH2:9][C:10]([CH3:14])([CH3:13])[O:11][C:12]=4[C:4]([O:3][CH3:2])=[CH:5][CH:6]=3)=[N:19]2)[CH2:21][CH2:22]1)=[O:33] |f:0.1|. Reported procedure: The title compound is prepared analogously as described for GP2-WU2 using 5-(7-methoxy-2,2-dimethyl-2,3-dihydro-1-benzofuran-4-yl)-4,4-dimethyl-2-piperidin-4-yl-2,4-dihydro-3H-pyrazol-3-one (compound B5) and 2,5-dimethylbenzoic acid as starting compounds. The crude product is purified by chromatography (amino phase silica gel and DCM) and by crystallization from DCM and diethyl ether to yield the title compound. The reactants are CCOC(=O)c1sc(-n2cnc3ccccc32)nc1-c1ccccc1, [NH4+], [OH-], O=C(O)C(F)(F)F. The product is NC(=O)c1sc(-n2cnc3ccccc32)nc1-c1ccccc1. Reaction SMILES: [CH2:1]([O:3][C:4](=[O:2])[c:6]1[c:7](-[c:20]2[cH:21][cH:22][cH:23][cH:24][cH:25]2)[n:8][c:9](-[n:11]2[cH:12][n:13][c:14]3[c:15]2[cH:16][cH:17][cH:18][cH:19]3)[s:10]1)[CH3:5].[NH4+:26].[OH-:27].[OH:28][C:29]([C:30]([F:31])([F:32])[F:33])=[O:34]>>[O:3]=[C:4]([c:6]1[c:7](-[c:20]2[cH:21][cH:22][cH:23][cH:24][cH:25]2)[n:8][c:9](-[n:11]2[cH:12][n:13][c:14]3[c:15]2[cH:16][cH:17][cH:18][cH:19]3)[s:10]1)[NH2:26]. The reactants are CC(C)(C)O, NC1CC1, CCOC=C(C(=O)OCC)C(=O)c1cc(F)c(F)c(Cl)c1F. The product is CCOC(=O)C(=CNC1CC1)C(=O)c1cc(F)c(F)c(Cl)c1F. Reaction SMILES: [C:27]([OH:28])([CH3:29])([CH3:30])[CH3:31].[CH:23]1([NH2:26])[CH2:24][CH2:25]1.[Cl:1][c:2]1[c:3]([F:22])[c:4]([C:5](=[O:6])[C:7]([C:8](=[O:9])[O:10][CH2:11][CH3:12])=[CH:13][O:14][CH2:15][CH3:16])[cH:17][c:18]([F:21])[c:19]1[F:20]>>[Cl:1][c:2]1[c:3]([F:22])[c:4]([C:5](=[O:6])[C:7]([C:8](=[O:9])[O:10][CH2:11][CH3:12])=[CH:13][NH:26][CH:23]2[CH2:24][CH2:25]2)[cH:17][c:18]([F:21])[c:19]1[F:20].